The task is: describe an organic reaction: reactants, conditions, products, and yield. This data is from the Open Reaction Database (ORD), a public repository of structured organic reaction records. The reactants are BrC=1C(=NC=C(C(=O)NC2=CC=C(C=C2)OC(F)(F)F)C1)N1CC(C1)(C)O (5-bromo-6-(3-hydroxy-3-methylazetidin-1-yl)-N-(4-(trifluoromethoxy)phenyl)nicotinamide), CC1=CC=C(C=N1)B(O)O ((6-methylpyridin-3-yl)boronic acid). Procedure details: The title compound was prepared in an analogous fashion to that described in Example 128 using 5-bromo-6-(3-hydroxy-3-methylazetidin-1-yl)-N-(4-(trifluoromethoxy)phenyl)nicotinamide (Stage 128.1) and (6-methylpyridin-3-yl)boronic acid. HPLC (Condition 4) tR=4.22 min, UPLC-MS (Condition 3) tR=0.95 min, m/z=459.3 [M+H]+; 1H-NMR (400 MHz, DMSO-d6) δ ppm 1.27 (s, 3H) 2.52 (s, 3H) 3.45-3.61 (m, 4H) 5.41 (s, 1H) 7.34 (dd, J=8.21, 5.47 Hz, 3H) 7.72 (dd, J=8.21, 2.35 Hz, 1H) 7.80-7.88 (m, 2H) 7.97 (d, J... As a reaction SMILES: Br[C:2]1[C:3]([N:22]2[CH2:25][C:24]([OH:27])([CH3:26])[CH2:23]2)=[N:4][CH:5]=[C:6]([CH:21]=1)[C:7]([NH:9][C:10]1[CH:15]=[CH:14][C:13]([O:16][C:17]([F:20])([F:19])[F:18])=[CH:12][CH:11]=1)=[O:8].[CH3:28][C:29]1[N:34]=[CH:33][C:32](B(O)O)=[CH:31][CH:30]=1>>[OH:27][C:24]1([CH3:26])[CH2:25][N:22]([C:3]2[C:2]([C:32]3[CH:33]=[N:34][C:29]([CH3:28])=[CH:30][CH:31]=3)=[CH:21][C:6]([C:7]([NH:9][C:10]3[CH:15]=[CH:14][C:13]([O:16][C:17]([F:20])([F:19])[F:18])=[CH:12][CH:11]=3)=[O:8])=[CH:5][N:4]=2)[CH2:23]1. Product: OC1(CN(C1)C1=NC=C(C=C1C=1C=NC(=CC1)C)C(=O)NC1=CC=C(C=C1)OC(F)(F)F)C (2-(3-Hydroxy-3-methylazetidin-1-yl)-6′-methyl-N-(4-(trifluoromethoxy)phenyl)-[3,3′-bipyridine]-5-carboxamide).